From a dataset of the Open Reaction Database (ORD), a public repository of structured organic reaction records. describe an organic reaction: reactants, conditions, products, and yield Reactants: FC1=CC=C(C=C1)C(N1CCNCC1)C1=CC=C(C=C1)F (1-[bis(4-fluorophenyl)methyl]piperazine), OC=1C(=CC2=C(OC(CO2)C(=O)O)C1)C(C)(C)C (7-hydroxy-6-tert-butyl-2,3-dihydro-1,4-benzodioxin-2-carboxylic acid). Yields the product OC=1C(=CC2=C(OC(CO2)C(=O)N2CCN(CC2)C(C2=CC=C(C=C2)F)C2=CC=C(C=C2)F)C1)C(C)(C)C (7-HYDROXY-6-TERT-BUTYL-2-{4-[BIS-(4-FLUOROPHENYL) METHYL]PIPERAZIN-1-YLCARBONYL}-2,3-DIHYDRO-1,4-BENZODIOXIN). The yield is 72.0%. As a reaction SMILES: [F:1][C:2]1[CH:7]=[CH:6][C:5]([CH:8]([C:15]2[CH:20]=[CH:19][C:18]([F:21])=[CH:17][CH:16]=2)[N:9]2[CH2:14][CH2:13][NH:12][CH2:11][CH2:10]2)=[CH:4][CH:3]=1.[OH:22][C:23]1[C:24]([C:36]([CH3:39])([CH3:38])[CH3:37])=[CH:25][C:26]2[O:31][CH2:30][CH:29]([C:32](O)=[O:33])[O:28][C:27]=2[CH:35]=1>>[OH:22][C:23]1[C:24]([C:36]([CH3:39])([CH3:38])[CH3:37])=[CH:25][C:26]2[O:31][CH2:30][CH:29]([C:32]([N:12]3[CH2:11][CH2:10][N:9]([CH:8]([C:5]4[CH:4]=[CH:3][C:2]([F:1])=[CH:7][CH:6]=4)[C:15]4[CH:20]=[CH:19][C:18]([F:21])=[CH:17][CH:16]=4)[CH2:14][CH2:13]3)=[O:33])[O:28][C:27]=2[CH:35]=1. Procedure: That compound is obtained in a yield of 72% starting from 1-[bis(4-fluorophenyl)methyl]piperazine and 7-hydroxy-6-tert-butyl-2,3-dihydro-1,4-benzodioxin-2-carboxylic acid. Reactants: [OH-].[NH4+] (ammonium hydroxide), N1N=CC2=NC=CC=C21 (1H-pyrazolo[4,3-b]pyridine). Reagents/catalysts: [Pt](=O)=O (platinum(IV) oxide). Solvent: CO (methanol), C(=O)(C(F)(F)F)O (TFA). Reaction conditions: time 24 hour. Yields the product N1N=CC=2NCCCC21 (4,5,6,7-tetrahydro-1H-pyrazolo[4,3-b]pyridine). Isolated yield 82.7%. As a reaction SMILES: [NH:1]1[C:9]2[C:4](=[N:5][CH:6]=[CH:7][CH:8]=2)[CH:3]=[N:2]1.[OH-].[NH4+]>C(O)(C(F)(F)F)=O.CO.[Pt](=O)=O>[NH:1]1[C:9]2[CH2:8][CH2:7][CH2:6][NH:5][C:4]=2[CH:3]=[N:2]1 |f:1.2|. Reported procedure: A 250 mL Parr bottle was charged with a solution of 1H-pyrazolo[4,3-b]pyridine (2 g, 16.8 mmol, obtained from J&W PharmLab, LLC) in TFA (20.0 mL) and platinum(IV) oxide (381 mg, 1.68 mmol). The reaction mixture was evacuated twice with hydrogen and shaken under 55 psi pressure of hydrogen for 24 h. The reaction mixture was filtered over celite, and the filter cake washed with 5% methanol in CH2Cl2. The filtrate was concentrated in vacuo to afford a light brown oil that was dissolved in methanol ... Starting materials: C(C)(C)(C)OC(=O)N1C(CC(C1)OC1=CC(=CC(=C1)[N+](=O)[O-])F)CO (4-(3-fluoro-5-nitro-phenoxy)-2-hydroxymethyl-pyrrolidine-1-carboxylic acid tertbutyl ester), CI (MeI), [H-].[Na+] (NaH). Solvent: CN(C)C=O (DMF). Conditions: time 2 hour. Yields the product C(C)(C)(C)OC(=O)N1C(CC(C1)OC1=CC(=CC(=C1)[N+](=O)[O-])F)COC (4-(3-fluoro-5-nitro-phenoxy)-2-methoxymethyl-pyrrolidine-1-carboxylic acid tert-butyl ester). Yield: 97.5%. As a reaction SMILES: [C:1]([O:5][C:6]([N:8]1[CH2:12][CH:11]([O:13][C:14]2[CH:19]=[C:18]([N+:20]([O-:22])=[O:21])[CH:17]=[C:16]([F:23])[CH:15]=2)[CH2:10][CH:9]1[CH2:24][OH:25])=[O:7])([CH3:4])([CH3:3])[CH3:2].[CH3:26]I.[H-].[Na+]>CN(C=O)C>[C:1]([O:5][C:6]([N:8]1[CH2:12][CH:11]([O:13][C:14]2[CH:19]=[C:18]([N+:20]([O-:22])=[O:21])[CH:17]=[C:16]([F:23])[CH:15]=2)[CH2:10][CH:9]1[CH2:24][O:25][CH3:26])=[O:7])([CH3:4])([CH3:3])[CH3:2] |f:2.3|. Reported procedure: To 22.7 g of 4-(3-fluoro-5-nitrophenoxy)-2-hydroxymethyl-pyrrolidine-1-carboxylic acid tert-butyl ester (6), 250 mL of anhydrous DMF, and 36.3 g of MeI at 0° C. was added 3.9 g of 60% NaH, in several portions. The reaction mixture was stirred for 2 hours at room temperature. The reaction mixture was concentrated to remove excess MeI then diluted with H2O. The mixture was diluted with 500 mL of saturated NH4Cl and extracted 3 times with 500 mL of EtOAc. The combined organic layers were dried and ... Reactants: BrB(Br)Br, COC(=O)c1[nH]c2cc(C)c(C)cc2c1-c1ccc(OC)cc1, ClCCl, O. Yields the product COC(=O)c1[nH]c2cc(C)c(C)cc2c1-c1ccc(O)cc1. Reaction SMILES: [B:1]([Br:2])([Br:3])[Br:4].[CH3:5][O:6][c:7]1[cH:8][cH:9][c:10](-[c:13]2[c:14]([C:24](=[O:25])[O:26][CH3:27])[nH:15][c:16]3[cH:17][c:18]([CH3:23])[c:19]([CH3:22])[cH:20][c:21]23)[cH:11][cH:12]1.[Cl:29][CH2:30][Cl:31].[OH2:28]>>[OH:6][c:7]1[cH:8][cH:9][c:10](-[c:13]2[c:14]([C:24](=[O:25])[O:26][CH3:27])[nH:15][c:16]3[cH:17][c:18]([CH3:23])[c:19]([CH3:22])[cH:20][c:21]23)[cH:11][cH:12]1. RXN SMILES: [CH3:1][C:2]([CH2:3][CH2:4][N:5]1[CH2:6][CH2:7][CH:8]([C:11](=[O:12])[OH:13])[CH2:9][CH2:10]1)([CH3:14])[CH3:15].[CH:39]([N:40]([CH2:41][CH3:42])[CH:43]([CH3:44])[CH3:45])([CH3:46])[CH3:47].[Cl:48][CH2:49][Cl:50].[NH2:16][CH2:17][c:18]1[c:19]([CH3:38])[cH:20][c:21]([C:22](=[O:23])[N:24]([c:25]2[cH:26][cH:27][c:28]([C:31]([F:32])([F:33])[F:34])[cH:29][cH:30]2)[CH3:35])[cH:36][cH:37]1>>[CH3:1][C:2]([CH2:3][CH2:4][N:5]1[CH2:6][CH2:7][CH:8]([C:11](=[O:13])[NH:16][CH2:17][c:18]2[c:19]([CH3:38])[cH:20][c:21]([C:22](=[O:23])[N:24]([c:25]3[cH:26][cH:27][c:28]([C:31]([F:32])([F:33])[F:34])[cH:29][cH:30]3)[CH3:35])[cH:36][cH:37]2)[CH2:9][CH2:10]1)([CH3:14])[CH3:15]. The reactants are CC(C)(C)CCN1CCC(C(=O)O)CC1, CCN(C(C)C)C(C)C, ClCCl, Cc1cc(C(=O)N(C)c2ccc(C(F)(F)F)cc2)ccc1CN. Yields the product Cc1cc(C(=O)N(C)c2ccc(C(F)(F)F)cc2)ccc1CNC(=O)C1CCN(CCC(C)(C)C)CC1. The reactants are CCO[SiH](OCC)OCC, C1CCOC1, CC(=O)c1ccccc1, CC(C)[O-], CC(C)[O-], CC(C)[O-], CC(C)[O-], [Ti+4]. Product: CC(O)c1ccccc1. RXN SMILES: [CH2:1]([O:2][SiH:3]([O:4][CH2:5][CH3:6])[O:7][CH2:8][CH3:9])[CH3:10].[CH2:20]1[O:21][CH2:22][CH2:23][CH2:24]1.[CH3:11][C:12](=[O:13])[c:14]1[cH:15][cH:16][cH:17][cH:18][cH:19]1.[CH3:25][CH:26]([CH3:27])[O-:28].[CH3:30][CH:31]([CH3:32])[O-:33].[CH3:34][CH:35]([CH3:36])[O-:37].[CH3:38][CH:39]([CH3:40])[O-:41].[Ti+4:29]>>[CH3:11][CH:12]([OH:13])[c:14]1[cH:15][cH:16][cH:17][cH:18][cH:19]1.